From a dataset of the Open Reaction Database (ORD), a public repository of structured organic reaction records. describe an organic reaction: reactants, conditions, products, and yield The product is C(C)(C)(C)C1=C(C=C(C=C1)C(=O)NC(C(C)(C)C)=O)NC(CC(CCCCC)C1=C(C=C(C=C1)OC)OC)=O (N-[2-t-Butyl-5-(2,2-dimethylpropanoyl)aminocarbonylphenyl]-3-(2,4-dimethoxyphenyl)octanamide). The reactants are C(C)(C)(C)C1=C(C=C(C=C1)C(=O)O)NC(CC(CCCCC)C1=C(C=C(C=C1)OC)OC)=O (N-(2-t-butyl-5-carboxyphenyl)-3-(2,4-dimethoxyphenyl)octanamide), CC(C(=O)N)(C)C (2,2-dimethylpropanamide). Solvent: C(C)(=O)OCC (ethyl acetate). Reaction SMILES: [C:1]([C:5]1[CH:10]=[CH:9][C:8]([C:11](O)=[O:12])=[CH:7][C:6]=1[NH:14][C:15](=[O:33])[CH2:16][CH:17]([C:23]1[CH:28]=[CH:27][C:26]([O:29][CH3:30])=[CH:25][C:24]=1[O:31][CH3:32])[CH2:18][CH2:19][CH2:20][CH2:21][CH3:22])([CH3:4])([CH3:3])[CH3:2].[CH3:34][C:35]([CH3:40])([CH3:39])[C:36]([NH2:38])=[O:37]>C(OCC)(=O)C>[C:1]([C:5]1[CH:10]=[CH:9][C:8]([C:11]([NH:38][C:36](=[O:37])[C:35]([CH3:40])([CH3:39])[CH3:34])=[O:12])=[CH:7][C:6]=1[NH:14][C:15](=[O:33])[CH2:16][CH:17]([C:23]1[CH:28]=[CH:27][C:26]([O:29][CH3:30])=[CH:25][C:24]=1[O:31][CH3:32])[CH2:18][CH2:19][CH2:20][CH2:21][CH3:22])([CH3:3])([CH3:2])[CH3:4]. Procedure details: Following a similar procedure to that described in Example 139, but using N-(2-t-butyl-5-carboxyphenyl)-3-(2,4-dimethoxyphenyl)octanamide (prepared as described in Preparation 7) and 2,2-dimethylpropanamide, the title compound was obtained as crystals, melting at 170°-172° C. (from ethyl acetate). The reactants are CC(C)(C)OC(=O)NC(Cc1ccc(-c2cccc(CNCC(=O)c3ccccc3)c2)cc1)C(=O)OCc1ccccc1, CCOC(C)=O. Yields the product CC(C)(C)OC(=O)NC(Cc1ccc(-c2cccc(CNCC(=O)c3ccccc3)c2)cc1)C(=O)O. As a reaction SMILES: [C:1]([c:2]1[cH:3][cH:4][cH:5][cH:6][cH:7]1)(=[O:8])[CH2:9][NH:10][CH2:11][c:12]1[cH:13][c:14](-[c:18]2[cH:19][cH:20][c:21]([CH2:24][CH:25]([C:26](=[O:27])[O:28][CH2:29][c:30]3[cH:31][cH:32][cH:33][cH:34][cH:35]3)[NH:36][C:37](=[O:38])[O:39][C:40]([CH3:41])([CH3:42])[CH3:43])[cH:22][cH:23]2)[cH:15][cH:16][cH:17]1.[CH3:44][CH2:45][O:46][C:47](=[O:48])[CH3:49]>>[C:1]([c:2]1[cH:3][cH:4][cH:5][cH:6][cH:7]1)(=[O:8])[CH2:9][NH:10][CH2:11][c:12]1[cH:13][c:14](-[c:18]2[cH:19][cH:20][c:21]([CH2:24][CH:25]([C:26](=[O:27])[OH:28])[NH:36][C:37](=[O:38])[O:39][C:40]([CH3:41])([CH3:42])[CH3:43])[cH:22][cH:23]2)[cH:15][cH:16][cH:17]1. Reactants: CC1([C@H]([C@H]1C=C(F)Cl)C(=O)O)C (cis 2,2-dimethyl-3-(2'-chloro-2'-fluorovinyl)-cyclopropane-1-carboxylic acid), CC1([C@H]([C@H]1C(C(Cl)(Cl)Cl)O)C(=O)O)C (cis 2,2-dimethyl-3-(1'hydroxy-2',2',2'-trichloroethyl)-cyclopropane-1-carboxylic acid), lactone, lactone. Procedure: The process of claim 3 wherein the lactone is the lactone of 1R, cis 2,2-dimethyl-3-(1'hydroxy-2',2',2'-trichloroethyl)-cyclopropane-1-carboxylic acid to obtain 1R, cis2,2-dimethyl-3-(2',2'-dichlorovinyl)-cyclopropane-1-carboxylic acid. Product: CC1([C@H]([C@H]1C=C(F)Cl)C(=O)O)C (cis 2,2-dimethyl-3-(2'-chloro-2'-fluorovinyl)-cyclopropane-1-carboxylic acid), CC1([C@H]([C@H]1C=C(Cl)Cl)C(=O)O)C (cis2,2-dimethyl-3-(2',2'-dichlorovinyl)-cyclopropane-1-carboxylic acid). RXN SMILES: [CH3:1][C:2]1([CH3:12])[C@H:4]([CH:5]=[C:6]([Cl:8])[F:7])[C@@H:3]1[C:9]([OH:11])=[O:10].[CH3:13][C:14]1([CH3:26])[C@H:16]([CH:17](O)[C:18](Cl)([Cl:20])[Cl:19])[C@@H:15]1[C:23]([OH:25])=[O:24]>>[CH3:1][C:2]1([CH3:12])[C@H:4]([CH:5]=[C:6]([Cl:8])[F:7])[C@@H:3]1[C:9]([OH:11])=[O:10].[CH3:13][C:14]1([CH3:26])[C@H:16]([CH:17]=[C:18]([Cl:20])[Cl:19])[C@@H:15]1[C:23]([OH:25])=[O:24]. Starting materials: CO, COC(=O)C(C)(C)c1nc(-c2ccc([N+](=O)[O-])c(O)n2)c(-c2ccc(F)cc2F)[nH]1, [Pd]. Yields the product COC(=O)C(C)(C)c1nc(-c2ccc(N)c(O)n2)c(-c2ccc(F)cc2F)[nH]1. RXN SMILES: [CH3:31][OH:32].[F:1][c:2]1[c:3](-[c:9]2[c:10](-[c:21]3[n:22][c:23]([OH:30])[c:24]([N+:27]([O-:28])=[O:29])[cH:25][cH:26]3)[n:11][c:12]([C:14]([C:15](=[O:16])[O:17][CH3:18])([CH3:19])[CH3:20])[nH:13]2)[cH:4][cH:5][c:6]([F:8])[cH:7]1.[Pd:33]>>[F:1][c:2]1[c:3](-[c:9]2[c:10](-[c:21]3[n:22][c:23]([OH:30])[c:24]([NH2:27])[cH:25][cH:26]3)[n:11][c:12]([C:14]([C:15](=[O:16])[O:17][CH3:18])([CH3:19])[CH3:20])[nH:13]2)[cH:4][cH:5][c:6]([F:8])[cH:7]1. Reactants: C(C1=CC=CC=C1)OC1=C(C(=NC(=C1C(=O)OCC1=CC=CC=C1)OCC1=CC=CC=C1)C=1C=C2C=C(N(C2=CC1)C(=O)OC(C)(C)C)B(O)O)CC ((5-(4,6-bis(benzyloxy)-5-((benzyloxy)carbonyl)-3-ethylpyridin-2-yl)-1-(tert-butoxycarbonyl)-1H-indol-2-yl)boronic acid), C(#N)C1=CC=C(C=C1)I (4-cyanoiodobenzene), C(=O)([O-])[O-].[Na+].[Na+] (Na2CO3), COCCOC (DME). Run in O (H2O). Reaction conditions: temperature 85 celsius, time 2 hour. The product is C(C1=CC=CC=C1)OC1=C(C(=NC(=C1C(=O)OCC1=CC=CC=C1)OCC1=CC=CC=C1)C=1C=C2C=C(N(C2=CC1)C(=O)OC(C)(C)C)C1=CC=C(C=C1)C#N)CC (tert-butyl 5-(4,6-bis(benzyloxy)-5-((benzyloxy)carbonyl)-3-ethylpyridin-2-yl)-2-(4-cyanophenyl)-1H-indole-1-carboxylate). The yield is 54.6%. RXN SMILES: [CH2:1]([O:8][C:9]1[C:14]([C:15]([O:17][CH2:18][C:19]2[CH:24]=[CH:23][CH:22]=[CH:21][CH:20]=2)=[O:16])=[C:13]([O:25][CH2:26][C:27]2[CH:32]=[CH:31][CH:30]=[CH:29][CH:28]=2)[N:12]=[C:11]([C:33]2[CH:34]=[C:35]3[C:39](=[CH:40][CH:41]=2)[N:38]([C:42]([O:44][C:45]([CH3:48])([CH3:47])[CH3:46])=[O:43])[C:37](B(O)O)=[CH:36]3)[C:10]=1[CH2:52][CH3:53])[C:2]1[CH:7]=[CH:6][CH:5]=[CH:4][CH:3]=1.[C:54]([C:56]1[CH:61]=[CH:60][C:59](I)=[CH:58][CH:57]=1)#[N:55].C([O-])([O-])=O.[Na+].[Na+].COCCOC>O>[CH2:1]([O:8][C:9]1[C:14]([C:15]([O:17][CH2:18][C:19]2[CH:24]=[CH:23][CH:22]=[CH:21][CH:20]=2)=[O:16])=[C:13]([O:25][CH2:26][C:27]2[CH:32]=[CH:31][CH:30]=[CH:29][CH:28]=2)[N:12]=[C:11]([C:33]2[CH:34]=[C:35]3[C:39](=[CH:40][CH:41]=2)[N:38]([C:42]([O:44][C:45]([CH3:48])([CH3:47])[CH3:46])=[O:43])[C:37]([C:59]2[CH:60]=[CH:61][C:56]([C:54]#[N:55])=[CH:57][CH:58]=2)=[CH:36]3)[C:10]=1[CH2:52][CH3:53])[C:2]1[CH:7]=[CH:6][CH:5]=[CH:4][CH:3]=1 |f:2.3.4|. Procedure details: A mixture of the boronic acid obtained in Step 1 (75 mg, 0.10 mmol), 4-cyanoiodobenzene (24 mg, 0.10 mmol) Pd(PPh3)4 (12 mg, 0.01 mmol), Na2CO3 (33 mg, 0.30 mmol), DME (0.9 mL) and H2O (0.1 mL) was stirred under argon at 85° C. for 2 hr. The mixture was then concentrated to dryness and chromatographed (silica gel, ethyl acetate in hexanes 0-15% gradient) to provide tert-butyl 5-(4,6-bis(benzyloxy)-5-((benzyloxy)carbonyl)-3-ethylpyridin-2-yl)-2-(4-cyanophenyl)-1H-indole-1-carboxylate (42 mg, yiel... Starting materials: ClC1=C(C=CC=C1Cl)S(=O)(=O)N1C=C(C2=CC=CC=C12)\C=C\1/OC2=C(C1=O)C=CC(=C2CN2CCN(CC2)C(=O)OC(C)(C)C)O (tert-butyl (Z)-4-[(2-{[1-(2,3-dichlorophenylsulfonyl)-1H-indol-3-yl]methylene}-6-hydroxy-3-oxo-2,3-dihydrobenzofuran-7-yl)methyl]piperazine-1-carboxylate), FC(C(=O)O)(F)F (trifluoroacetic acid). Run in C(Cl)Cl (methylene chloride). Conditions: time 8 hour. Product: Cl.Cl.ClC1=C(C=CC=C1Cl)S(=O)(=O)N1C=C(C2=CC=CC=C12)\C=C\1/OC2=C(C1=O)C=CC(=C2CN2CCNCC2)O ((Z)-2-{[1-(2,3-dichlorophenylsulfonyl)-1H-indol-3-yl]methylene}-6-hydroxy-7-(piperazin-1-ylmethyl)benzofuran-3(2H)-one dihydrochloride). Yield: 180.5%. RXN SMILES: [Cl:1][C:2]1[C:7]([Cl:8])=[CH:6][CH:5]=[CH:4][C:3]=1[S:9]([N:12]1[C:20]2[C:15](=[CH:16][CH:17]=[CH:18][CH:19]=2)[C:14](/[CH:21]=[C:22]2\[O:23][C:24]3[C:31]([CH2:32][N:33]4[CH2:38][CH2:37][N:36](C(OC(C)(C)C)=O)[CH2:35][CH2:34]4)=[C:30]([OH:46])[CH:29]=[CH:28][C:25]=3[C:26]\2=[O:27])=[CH:13]1)(=[O:11])=[O:10].FC(F)(F)C(O)=O>C(Cl)Cl>[ClH:1].[ClH:1].[Cl:1][C:2]1[C:7]([Cl:8])=[CH:6][CH:5]=[CH:4][C:3]=1[S:9]([N:12]1[C:20]2[C:15](=[CH:16][CH:17]=[CH:18][CH:19]=2)[C:14](/[CH:21]=[C:22]2\[O:23][C:24]3[C:31]([CH2:32][N:33]4[CH2:38][CH2:37][NH:36][CH2:35][CH2:34]4)=[C:30]([OH:46])[CH:29]=[CH:28][C:25]=3[C:26]\2=[O:27])=[CH:13]1)(=[O:10])=[O:11] |f:3.4.5|. Reported procedure: A solution of tert-butyl (Z)-4-[(2-{[1-(2,3-dichlorophenylsulfonyl)-1H-indol-3-yl]methylene}-6-hydroxy-3-oxo-2,3-dihydrobenzofuran-7-yl)methyl]piperazine-1-carboxylate (0.152 g, 0.222 mmol) in methylene chloride (6 mL) was added with trifluoroacetic acid (6 mL), and the mixture was stirred overnight at room temperature. The reaction mixture was concentrated, then a solution of the resulting residue in methanol (8 mL) was added with a 5% solution of hydrogen chloride in methanol (2 mL), and the m... The reactants are ClC1=CC=C(C=C1)C(CNS(=O)(=O)C)NC(OC(C)(C)C)=O (tert-butyl 1-(4-chlorophenyl)-2-(methylsulfonamido)ethylcarbamate), ClC1=CC=C(C=C1)C(CNS(=O)(=O)C)NC(OC(C)(C)C)=O (tert-butyl 1-(4-chlorophenyl)-2-(methylsulfonamido)ethylcarbamate), FC(C(=O)O)(F)F (trifluoroacetic acid). Run at time 1 hour. The product is NC(CNS(=O)(=O)C)C1=CC=C(C=C1)Cl (N-(2-amino-2-(4-chlorophenyl)ethyl)methanesulfonamide). Yield: 87.0%. RXN SMILES: [Cl:1][C:2]1[CH:7]=[CH:6][C:5]([CH:8]([NH:15]C(=O)OC(C)(C)C)[CH2:9][NH:10][S:11]([CH3:14])(=[O:13])=[O:12])=[CH:4][CH:3]=1.FC(F)(F)C(O)=O>>[NH2:15][CH:8]([C:5]1[CH:4]=[CH:3][C:2]([Cl:1])=[CH:7][CH:6]=1)[CH2:9][NH:10][S:11]([CH3:14])(=[O:13])=[O:12]. Procedure: tert-butyl 1-(4-chlorophenyl)-2-(methylsulfonamido)ethylcarbamate (Intermediate 74) (151 mg, 0.43 mmol) was treated with trifluoroacetic acid (2 mL). The solution was stirred for 1 hour at room temperature. The mixture was concentrated under reduced pressure. The crude product was purified by ion exchange chromatography, using an SCX column. The residue was loaded onto the column in methanol and washed with methanol. The desired product was eluted from the column using 2M ammonia in methanol and...